From a dataset of the Open Reaction Database (ORD), a public repository of structured organic reaction records. describe an organic reaction: reactants, conditions, products, and yield The reactants are C(C)(=O)O (acetic acid), ClCCl (dichloromethane), FC1=CC=C(CNC(=O)C=2C(C(=C3N(C=CN(C3=O)CCC)C2)OCC2=CC=CC=C2)=O)C=C1 (9-benzyloxy-2-(2-methyl-ethyl)-1,8-dioxo-1,8-dihydro-2H-pyrido[1,2-a]pyrazine-7-carboxylic acid 4-fluoro-benzylamide). Yields the product COC(=O)C=1N(C=C(C(C1OCC1=CC=CC=C1)=O)C(NCC1=CC=C(C=C1)F)=O)CC=O (3-benzyloxy-5-(4-fluoro-benzylcarbamoyl)-4-oxo-1-(2-oxo-ethyl)-1,4-dihydro-pyridine-2-carboxylic acid methyl ester), isobutylaldehyde. Yield: 82.0%. Reaction SMILES: [F:1][C:2]1[CH:34]=[CH:33][C:5]([CH2:6][NH:7][C:8]([C:10]2[C:11](=[O:32])[C:12]([O:24][CH2:25][C:26]3[CH:31]=[CH:30][CH:29]=[CH:28][CH:27]=3)=[C:13]3[C:18](=[O:19])N(CCC)C=C[N:14]3[CH:23]=2)=[O:9])=[CH:4][CH:3]=1.[C:35]([OH:38])(=[O:37])[CH3:36].Cl[CH2:40]Cl>>[CH3:40][O:37][C:35]([C:36]1[N:14]([CH2:13][CH:18]=[O:19])[CH:23]=[C:10]([C:8](=[O:9])[NH:7][CH2:6][C:5]2[CH:33]=[CH:34][C:2]([F:1])=[CH:3][CH:4]=2)[C:11](=[O:32])[C:12]=1[O:24][CH2:25][C:26]1[CH:27]=[CH:28][CH:29]=[CH:30][CH:31]=1)=[O:38]. Reported procedure: According to the method of synthesizing a compound 17-1, the crude purified product (503 mg) of a compound 48 was obtained at a yield of 82% from a compound 16 (600 mg), 2) To a solution of a compound 48 (100 mg, 0.22 mmol), isobutylaldehyde (39 μl, 0.432 mmol) and acetic acid (25 μl, 0.432 mmol) in dichloromethane (4 ml) was added sodium triacetoxyborohydride (92 mg, 0.432 mmol) under ice-cooling, and the mixture was stirred at room temperature for 2 hours. Further, isobutylaldehyde (200 and so... Reactants: C(C1=CC=CC=C1)[C@@H]1N(C(OC1)=O)C(CC1=CC=C(C=C1)F)=O ((S)-4-benzyl-3-(4-fluorophenyl)acetyl-2-oxazolidinone), [Cl-].[NH4+] (ammonium chloride), C[Si](C)(C)[N-][Si](C)(C)C.[Na+] (sodium bis(trimethylsilyl)amide), C(C=C)I (allyl iodide). The solvent is C(C)(=O)OCC.CCCCCC (ethyl acetate hexane), O1CCCC1 (tetrahydrofuran). Reaction conditions: time 25 minute. The product is C(C1=CC=CC=C1)[C@@H]1N(C(OC1)=O)C(C(CC=C)C1=CC=C(C=C1)F)=O ((S)-4-benzyl-3-(2-(4-fluorophenyl)pent-4-enoyl)-2-oxazolidinone). RXN SMILES: [CH2:1]([C@H:8]1[CH2:12][O:11][C:10](=[O:13])[N:9]1[C:14](=[O:23])[CH2:15][C:16]1[CH:21]=[CH:20][C:19]([F:22])=[CH:18][CH:17]=1)[C:2]1[CH:7]=[CH:6][CH:5]=[CH:4][CH:3]=1.C[Si]([N-][Si](C)(C)C)(C)C.[Na+].[CH2:34](I)[CH:35]=[CH2:36].[Cl-].[NH4+]>C(OCC)(=O)C.CCCCCC.O1CCCC1>[CH2:1]([C@H:8]1[CH2:12][O:11][C:10](=[O:13])[N:9]1[C:14](=[O:23])[CH:15]([C:16]1[CH:17]=[CH:18][C:19]([F:22])=[CH:20][CH:21]=1)[CH2:36][CH:35]=[CH2:34])[C:2]1[CH:7]=[CH:6][CH:5]=[CH:4][CH:3]=1 |f:1.2,4.5,6.7|. Procedure details: Combine (S)-4-benzyl-3-(4-fluorophenyl)acetyl-2-oxazolidinone (14.28 g, 45.6 mmol) and tetrahydrofuran (150 mL). Cool in a dry-ice/acetone bath. Add dropwise a solution of sodium bis(trimethylsilyl)amide (50 mL, 1.0 M in tetrahydrofuran, 50 mmol). After 25 minutes, add allyl iodide (13 mL, 142.2 mmol) and then replace the bath with a dry-ice/carbon tetrachloride bath. After 1 hour, quench the reaction by the addition of a saturated aqueous ammonium chloride solution, extract with diethyl ether, ... Reactants: C(C1=CC=CC=C1)N1CCOC2=C(C1=O)C=CC(=N2)F (4-benzyl-8-fluoro-3,4-dihydropyrido[3,2-f][1,4]oxazepin-5(2H)-one), ClC1=CC=C(C=C1)O (4-chlorophenol), C([O-])([O-])=O.[K+].[K+] (potassium carbonate), CN(C)C=O (DMF). Run in O (water). Run at temperature 100 celsius, time 16 hour. Yields the product C(C1=CC=CC=C1)N1CCOC2=C(C1=O)C=CC(=N2)OC2=CC=C(C=C2)Cl (4-benzyl-8-(4-chlorophenoxy)-3,4-dihydropyrido[3,2-f][1,4]oxazepin-5(2H)-one). Isolated yield 84.0%. RXN SMILES: [CH2:1]([N:8]1[C:14](=[O:15])[C:13]2[CH:16]=[CH:17][C:18](F)=[N:19][C:12]=2[O:11][CH2:10][CH2:9]1)[C:2]1[CH:7]=[CH:6][CH:5]=[CH:4][CH:3]=1.[Cl:21][C:22]1[CH:27]=[CH:26][C:25]([OH:28])=[CH:24][CH:23]=1.C(=O)([O-])[O-].[K+].[K+].CN(C=O)C>O>[CH2:1]([N:8]1[C:14](=[O:15])[C:13]2[CH:16]=[CH:17][C:18]([O:28][C:25]3[CH:26]=[CH:27][C:22]([Cl:21])=[CH:23][CH:24]=3)=[N:19][C:12]=2[O:11][CH2:10][CH2:9]1)[C:2]1[CH:7]=[CH:6][CH:5]=[CH:4][CH:3]=1 |f:2.3.4|. Procedure details: A mixture of the compound obtained in Example 28, step 1 (0.50 g), 4-chlorophenol (0.22 mL), potassium carbonate (0.76 g) and DMF (10 mL) was stirred at 100° C. for 16 hr. The reaction solution was poured into water, and the resulting product was extracted with ethyl acetate. The organic layer was washed with water and saturated brine and dried, and the solvent was evaporated under reduced pressure. The residue was purified by silica gel column chromatography (solvent gradient; 0→40% ethyl aceta... The reactants are FC(C(=O)O)(F)F.C(C1=CC=CC=C1)N(CCC1CCNCC1)CC1=CC=CC=C1 (N,N-dibenzyl-2-(piperidin-4-yl)ethanamine trifluoroacetate), ClC1=NC(=NC(=C1)C)C (4-chloro-2,6-dimethylpyrimidine), C(=O)([O-])[O-].[K+].[K+] (K2CO3). Run in CC(=O)C (acetone). Conditions: time 16 hour. Yields the product C(C1=CC=CC=C1)N(CCC1CCN(CC1)C1=NC(=NC(=C1)C)C)CC1=CC=CC=C1 (N,N-Dibenzyl-2-(1-(2,6-dimethylpyrimidin-4-yl)piperidin-4-yl)ethanamine). The yield is 49.0%. RXN SMILES: FC(F)(F)C(O)=O.[CH2:8]([N:15]([CH2:24][C:25]1[CH:30]=[CH:29][CH:28]=[CH:27][CH:26]=1)[CH2:16][CH2:17][CH:18]1[CH2:23][CH2:22][NH:21][CH2:20][CH2:19]1)[C:9]1[CH:14]=[CH:13][CH:12]=[CH:11][CH:10]=1.Cl[C:32]1[CH:37]=[C:36]([CH3:38])[N:35]=[C:34]([CH3:39])[N:33]=1.C([O-])([O-])=O.[K+].[K+]>CC(C)=O>[CH2:24]([N:15]([CH2:8][C:9]1[CH:10]=[CH:11][CH:12]=[CH:13][CH:14]=1)[CH2:16][CH2:17][CH:18]1[CH2:19][CH2:20][N:21]([C:32]2[CH:37]=[C:36]([CH3:38])[N:35]=[C:34]([CH3:39])[N:33]=2)[CH2:22][CH2:23]1)[C:25]1[CH:30]=[CH:29][CH:28]=[CH:27][CH:26]=1 |f:0.1,3.4.5|. Procedure details: A mixture of N,N-dibenzyl-2-(piperidin-4-yl)ethanamine trifluoroacetate (see stage 6 AMN-01) (6.372 mmol, 1.0 eq), 4-chloro-2,6-dimethylpyrimidine (1.17 g, 8.283 mmol, 1.3 eq) and K2CO3 (2.64 g, 19.116 mmol, 3.0 eq) in acetone (50 ml) was stirred for 16 hours at boiling temperature. After monitoring by TLC, the mixture was concentrated, diluted with DCM (100 ml) and washed with water (50 ml) and sat. NaCl solution (50 ml). The org. phase was dried over sodium sulfate and concentrated under reduc... Reactants: C1CCOC1 (THF), FC(OC1=C(C=C(C=O)C=C1)OCC)F (4-difluoromethoxy-3-ethoxy-benzaldehyde), [Li]N([Si](C)(C)C)[Si](C)(C)C (LiN(TMS)2), mixture ( 1 ), C1CCOC1 (THF), CS(=O)(=O)C (methyl sulfone), [Li]N([Si](C)(C)C)[Si](C)(C)C (LiN(TMS)2), mixture ( 2 ), Mixture ( 1 ), mixture ( 2 ). Solvent: CO (MeOH). Conditions: time 15 minute. Product: FC(OC1=C(C=C(C=C1)C(CS(=O)(=O)C)N)OCC)F (1-(4-difluoromethoxy-3-ethoxy-phenyl)-2-methanesulfonyl-ethylamine). Yield: 9.1%. RXN SMILES: C1COCC1.[F:6][CH:7]([F:20])[O:8][C:9]1[CH:16]=[CH:15][C:12]([CH:13]=O)=[CH:11][C:10]=1[O:17][CH2:18][CH3:19].[Li][N:22]([Si](C)(C)C)[Si](C)(C)C.[CH3:31][S:32]([CH3:35])(=[O:34])=[O:33]>CO>[F:6][CH:7]([F:20])[O:8][C:9]1[CH:16]=[CH:15][C:12]([CH:13]([NH2:22])[CH2:31][S:32]([CH3:35])(=[O:34])=[O:33])=[CH:11][C:10]=1[O:17][CH2:18][CH3:19]. Reported procedure: To the THF solution (100 ml) of 4-difluoromethoxy-3-ethoxy-benzaldehyde (21.0 g, 0.1 mol) was added dropwise LiN(TMS)2 (1M in THF, 100 ml, 0.1 mol) at 0° C. After 15 minutes of stirring, BF3-THF complex (22 ml, 0.2 mol) was added to the reaction mixture (1). To the THF solution (100 ml) of methyl sulfone (9.4 g, 0.1 mol) was added LiN(TMS)2 (1M in THF, 100 ml, 0.1 mol) at −78° C. The mixture (2) was stirred at −78° C. for 1 hour. Mixture (1) was added to the mixture (2) via a 2-way needle. The m...